From a dataset of the Open Reaction Database (ORD), a public repository of structured organic reaction records. describe an organic reaction: reactants, conditions, products, and yield The reactants are Cl.C1(=CC=CC=C1)CCC=1N=C(SC1)C1CCNCC1 (4-[4-(2-Phenylethyl)-1,3-thiazol-2-yl]piperidine hydrochloride), N=1N(C=C2C=CC=CC12)CC(=O)O (2H-indazol-2-ylacetic acid). Product: N=1N(C=C2C=CC=CC12)CC(=O)N1CCC(CC1)C=1SC=C(N1)CCC1=CC=CC=C1 (2-(2H-Indazol-2-yl)-1-{4-[4-(2-phenylethyl)-1,3-thiazol-2-yl]piperidin-1-yl}ethanone). Reaction SMILES: Cl.[C:2]1([CH2:8][CH2:9][C:10]2[N:11]=[C:12]([CH:15]3[CH2:20][CH2:19][NH:18][CH2:17][CH2:16]3)[S:13][CH:14]=2)[CH:7]=[CH:6][CH:5]=[CH:4][CH:3]=1.[N:21]1[N:22]([CH2:30][C:31](O)=[O:32])[CH:23]=[C:24]2[C:29]=1[CH:28]=[CH:27][CH:26]=[CH:25]2>>[N:21]1[N:22]([CH2:30][C:31]([N:18]2[CH2:19][CH2:20][CH:15]([C:12]3[S:13][CH:14]=[C:10]([CH2:9][CH2:8][C:2]4[CH:7]=[CH:6][CH:5]=[CH:4][CH:3]=4)[N:11]=3)[CH2:16][CH2:17]2)=[O:32])[CH:23]=[C:24]2[C:29]=1[CH:28]=[CH:27][CH:26]=[CH:25]2 |f:0.1|. Procedure: 4-[4-(2-Phenylethyl)-1,3-thiazol-2-yl]piperidine hydrochloride (II-1, 309 mg), prepared according to Process 1.2, is reacted analogously to Example I-63 with 2H-indazol-2-ylacetic acid (194 mg). After chromatographic purification, this gives 2-(2H-indazol-2-yl)-1-{-4-[4-(2-phenylethyl)-1,3-thiazol-2-yl]piperidin-1-yl}ethanone (67 mg). Reactants: BrC1=CC=C2CCN(CC2=C1)C1=NC(=NC(=C1)N1CCN(CC1)C)N (4-(7-bromo-3,4-dihydroisoquinolin-2(1H)-yl)-6-(4-methylpiperazin-1-yl)pyrimidin-2-amine), CC1(OB(OC1(C)C)C=1C=NC(=NC1)N1CCN(CC1)C(=O)OC(C)(C)C)C (tert-butyl 4-[5-(4,4,5,5-tetramethyl-1,3,2-dioxaborolan-2-yl)pyrimidin-2-yl]piperazine-1-carboxylate). Product: NC1=NC(=CC(=N1)N1CC2=CC(=CC=C2CC1)C=1C=NC(=NC1)N1CCN(CC1)C(=O)OC(C)(C)C)N1CCN(CC1)C (tert-Butyl 4-(5-{2-[2-amino-6-(4-methylpiperazin-1-yl)pyrimidin-4-yl]-1,2,3,4-tetrahydroisoquinolin-7-yl}-pyrimidin-2-yl)piperazine-1-carboxylate). RXN SMILES: Br[C:2]1[CH:11]=[C:10]2[C:5]([CH2:6][CH2:7][N:8]([C:12]3[CH:17]=[C:16]([N:18]4[CH2:23][CH2:22][N:21]([CH3:24])[CH2:20][CH2:19]4)[N:15]=[C:14]([NH2:25])[N:13]=3)[CH2:9]2)=[CH:4][CH:3]=1.CC1(C)C(C)(C)OB([C:34]2[CH:35]=[N:36][C:37]([N:40]3[CH2:45][CH2:44][N:43]([C:46]([O:48][C:49]([CH3:52])([CH3:51])[CH3:50])=[O:47])[CH2:42][CH2:41]3)=[N:38][CH:39]=2)O1>>[NH2:25][C:14]1[N:13]=[C:12]([N:8]2[CH2:7][CH2:6][C:5]3[C:10](=[CH:11][C:2]([C:34]4[CH:39]=[N:38][C:37]([N:40]5[CH2:41][CH2:42][N:43]([C:46]([O:48][C:49]([CH3:52])([CH3:51])[CH3:50])=[O:47])[CH2:44][CH2:45]5)=[N:36][CH:35]=4)=[CH:3][CH:4]=3)[CH2:9]2)[CH:17]=[C:16]([N:18]2[CH2:23][CH2:22][N:21]([CH3:24])[CH2:20][CH2:19]2)[N:15]=1. Procedure details: This compound was prepared by using procedures analogous to those described for the synthesis of Example 2 starting from 4-(7-bromo-3,4-dihydroisoquinolin-2(1H)-yl)-6-(4-methylpiperazin-1-yl)pyrimidin-2-amine and tert-butyl 4-[5-(4,4,5,5-tetramethyl-1,3,2-dioxaborolan-2-yl)pyrimidin-2-yl]piperazine-1-carboxylate, (Frontier., Cat. P1821). LCMS (M+H)+: m/z=587.5. Reactants: C(C)(=O)OC(C)=O (acetic anhydride), ClC(=O)OCC (ethyl chloroformate), C(C)(=O)N1CC(C2=CC(=CC=C12)OC)CCNC(C)=O (N-[2-(1-acetyl-5-methoxyindolin-3-yl)ethyl]acetamide), COC=1C=C2C(CNC2=CC1)CCNC(C)=O (N-[2-(5-methoxyindolin-3-yl)ethyl]acetamide), FC(S(=O)(=O)N1CC(C2=CC(=CC=C12)OC)CCN(C(C)=O)C(=O)C)(F)F (N-[2-(1-trifluoromethanesulphonyl-5-methoxyindolin-3-yl)ethyl]diacetamide). Run in C1(=CC=CC=C1)C (toluene), C(C)N(CC)CC (triethylamine), ClCCl (dichloromethane). Product: COC=1C=C2C(CNC2=CC1)CCNC(C)=O (N-[2-(5-Methoxyindolin-3-yl)ethyl]acetamide), C(C1=CC=CC=C1)OC(=O)N1CC(C2=CC(=CC=C12)OC)CCNC(C)=O (N-[2-(1-benzyloxycarbonyl-5-methoxyindolin-3-yl)ethyl]acetamide). RXN SMILES: C([N:4]1[C:12]2[C:7](=[CH:8][C:9]([O:13][CH3:14])=[CH:10][CH:11]=2)[CH:6]([CH2:15][CH2:16][NH:17][C:18](=[O:20])[CH3:19])[CH2:5]1)(=O)C.[CH3:21][O:22][C:23]1[CH:24]=[C:25]2[C:29](=[CH:30][CH:31]=1)[NH:28][CH2:27][CH:26]2[CH2:32][CH2:33][NH:34][C:35](=[O:37])[CH3:36].Cl[C:39]([O:41][CH2:42][CH3:43])=[O:40].C(OC(=O)C)(=O)C.FC(F)(F)S(N1C2[C:59](=[CH:60]C(OC)=CC=2)[CH:58]([CH2:67][CH2:68]N(C(C)=O)C(=O)C)C1)(=O)=O>ClCCl.C1(C)C=CC=CC=1.C(N(CC)CC)C>[CH3:14][O:13][C:9]1[CH:8]=[C:7]2[C:12](=[CH:11][CH:10]=1)[NH:4][CH2:5][CH:6]2[CH2:15][CH2:16][NH:17][C:18](=[O:20])[CH3:19].[CH2:42]([O:41][C:39]([N:28]1[C:29]2[C:25](=[CH:24][C:23]([O:22][CH3:21])=[CH:31][CH:30]=2)[CH:26]([CH2:32][CH2:33][NH:34][C:35](=[O:37])[CH3:36])[CH2:27]1)=[O:40])[C:43]1[CH:68]=[CH:67][CH:58]=[CH:59][CH:60]=1. Procedure details: N-[2-(5-Methoxyindolin-3-yl)ethyl]acetamide is prepared by the method described for the synthesis of N-[2-(1-acetyl-5-methoxyindolin-3-yl)ethyl]acetamide. The intermediate N-[2-(1-benzyloxycarbonyl-5-methoxyindolin-3-yl)ethyl]acetamide is prepared by reacting the N-[2-(5-methoxyindolin-3-yl)ethyl]acetamide with ethyl chloroformate in dichloromethane at 0° C. in the presence of triethylamine. The final acylation is carried out with acetic anhydride in refluxing toluene for 24 h, and allows N-[2-(... Reactants: CN(C)C=O, Nc1c(F)c(F)c(F)c2c1c(=O)c(C(=O)O)cn2C1CC1, CC1CNCC1CN. The product is CC1CN(c2c(F)c(N)c3c(=O)c(C(=O)O)cn(C4CC4)c3c2F)CC1CN. As a reaction SMILES: [CH3:30][N:31]([CH3:32])[CH:33]=[O:34].[NH2:1][c:2]1[c:3]2[c:4](=[O:21])[c:5]([C:18](=[O:19])[OH:20])[cH:6][n:7]([CH:15]3[CH2:16][CH2:17]3)[c:8]2[c:9]([F:14])[c:10]([F:13])[c:11]1[F:12].[NH2:22][CH2:23][CH:24]1[CH2:25][NH:26][CH2:27][CH:28]1[CH3:29]>>[NH2:1][c:2]1[c:3]2[c:4](=[O:21])[c:5]([C:18](=[O:19])[OH:20])[cH:6][n:7]([CH:15]3[CH2:16][CH2:17]3)[c:8]2[c:9]([F:14])[c:10]([N:26]2[CH2:25][CH:24]([CH2:23][NH2:22])[CH:28]([CH3:29])[CH2:27]2)[c:11]1[F:12]. The reactants are COc1cc(Br)cc2c1CCCC2(C)C, CCOC(C)=O, CC(=O)O, CCCCCC, O=[Cr](=O)=O, O. Product: COc1cc(Br)cc2c1C(=O)CCC2(C)C. RXN SMILES: [Br:1][c:2]1[cH:3][c:4]([O:14][CH3:15])[c:5]2[c:10]([cH:11]1)[C:9]([CH3:12])([CH3:13])[CH2:8][CH2:7][CH2:6]2.[CH3:20][CH2:21][O:22][C:23](=[O:24])[CH3:25].[CH3:26][C:27](=[O:28])[OH:29].[CH3:31][CH2:32][CH2:33][CH2:34][CH2:35][CH3:36].[O:16]=[Cr:17](=[O:18])=[O:19].[OH2:30]>>[Br:1][c:2]1[cH:3][c:4]([O:14][CH3:15])[c:5]2[c:10]([cH:11]1)[C:9]([CH3:12])([CH3:13])[CH2:8][CH2:7][C:6]2=[O:16]. The reactants are [N+](=O)([O-])C=1C=C(C(=CC1)SC1=CC=CC=C1)CC#N (3-nitro-6-(phenylthio)-phenylacetonitrile), O (water), S(O)(O)(=O)=O (sulphuric acid), C(C)(=O)O (acetic acid). Yields the product [N+](=O)([O-])C=1C=C(C(=CC1)SC1=CC=CC=C1)CC(=O)O (3-nitro-6-(phenylthio)-phenylacetic acid). RXN SMILES: [N+:1]([C:4]1[CH:5]=[C:6](CC#N)[C:7]([S:10][C:11]2[CH:16]=[CH:15][CH:14]=[CH:13][CH:12]=2)=[CH:8][CH:9]=1)([O-:3])=[O:2].O.S(=O)(=O)(O)O.[C:26]([OH:29])(=[O:28])[CH3:27]>>[N+:1]([C:4]1[CH:9]=[C:8]([CH2:27][C:26]([OH:29])=[O:28])[C:7]([S:10][C:11]2[CH:16]=[CH:15][CH:14]=[CH:13][CH:12]=2)=[CH:6][CH:5]=1)([O-:3])=[O:2]. Procedure details: 210.3 g of 3-nitro-6-(phenylthio)-phenylacetonitrile, 210 ml of water, 210 ml of concentrated sulphuric acid and 210 ml of acetic acid are heated to reflux for 20 hours. The mixture is cooled and extracted with ether. The organic phase is washed successively with water and aqueous sodium carbonate solution. The aqueous phase is made acid with hydrochloric acid and extracted with ethyl acetate. The organic phase is washed with water, dried over magnesium sulphate, evaporated under reduced pressur... Reactants: C[Mg]Br (methyl magnesium bromide), C(C1=CC=CC=C1)N1CCN(CC1)C(COC)=O (1-(4-benzyl-piperazin-1-yl)-2-methoxy-ethanone), C1CCOC1 (THF). The reagents and catalysts are [Cl-].[Zr+4].[Cl-].[Cl-].[Cl-] (zirconium chloride). Solvent: C(Cl)(Cl)Cl (chloroform). Run at time 1 day. The product is C(C1=CC=CC=C1)N1CCN(CC1)C(COC)(C)C (1-benzyl-4-(2-methoxy-1,1-dimethyl-ethyl)-piperazine). RXN SMILES: [CH2:1]([N:8]1[CH2:13][CH2:12][N:11](C(=O)COC)[CH2:10][CH2:9]1)[C:2]1[CH:7]=[CH:6][CH:5]=[CH:4][CH:3]=1.[CH3:19][Mg]Br.[CH2:22]1[CH2:26][O:25][CH2:24][CH2:23]1>C(Cl)(Cl)Cl.[Cl-].[Zr+4].[Cl-].[Cl-].[Cl-]>[CH2:1]([N:8]1[CH2:13][CH2:12][N:11]([C:22]([CH3:23])([CH3:19])[CH2:26][O:25][CH3:24])[CH2:10][CH2:9]1)[C:2]1[CH:3]=[CH:4][CH:5]=[CH:6][CH:7]=1 |f:4.5.6.7.8|. Reported procedure: To a solution of 1-(4-benzyl-piperazin-1-yl)-2-methoxy-ethanone (6.14 g) in dry THF (80 mL) at −10° C. was added zirconium chloride (5.76 g). After 30 minutes methyl magnesium bromide (3.0M solution in ether, 49.6 mL) was added in a dropwise manner. The reaction mixture was allowed to warm to room temperature. After stirring for 1 day, the reaction mixture was cooled, diluted with chloroform, washed with brine, dried (MgSO4) and the was solvent removed in vacuo. The resulting residue was purifie... Reactants: ClC1=C(C=NC=2N1N=CC2C(=O)OCC)C(=O)N2CCC(CC2)C2=CC=CC=C2 (7-Chloro-3-ethoxycarbonyl-6-(4-phenylpiperidine-1-carbonyl)pyrazolo[1,5-a]pyrimidine), CN1C=CC2=C(C=CC=C12)N (1-methyl-4-aminoindole). Yields the product C(C)OC(=O)C=1C=NN2C1N=CC(=C2NC2=C1C=CN(C1=CC=C2)C)C(=O)N2CCC(CC2)C2=CC=CC=C2 (3-Ethoxycarbonyl-7-(1-methyl-4-indolylamino)-6-(4- phenylpiperidine-1-carbonyl)pyrazolo[1,5-a]pyrimidine). Isolated yield 89.8%. RXN SMILES: Cl[C:2]1[N:7]2[N:8]=[CH:9][C:10]([C:11]([O:13][CH2:14][CH3:15])=[O:12])=[C:6]2[N:5]=[CH:4][C:3]=1[C:16]([N:18]1[CH2:23][CH2:22][CH:21]([C:24]2[CH:29]=[CH:28][CH:27]=[CH:26][CH:25]=2)[CH2:20][CH2:19]1)=[O:17].[CH3:30][N:31]1[C:39]2[C:34](=[C:35]([NH2:40])[CH:36]=[CH:37][CH:38]=2)[CH:33]=[CH:32]1>>[CH2:14]([O:13][C:11]([C:10]1[CH:9]=[N:8][N:7]2[C:2]([NH:40][C:35]3[CH:36]=[CH:37][CH:38]=[C:39]4[C:34]=3[CH:33]=[CH:32][N:31]4[CH3:30])=[C:3]([C:16]([N:18]3[CH2:23][CH2:22][CH:21]([C:24]4[CH:29]=[CH:28][CH:27]=[CH:26][CH:25]=4)[CH2:20][CH2:19]3)=[O:17])[CH:4]=[N:5][C:6]=12)=[O:12])[CH3:15]. Procedure details: In the same manner as in Example 19, step 5 and using 7-chloro-3-ethoxycarbonyl-6-(4-phenylpiperidine-1-carbonyl)pyrazolo[1,5-a]pyrimidine (0.15 g, 0.36 mmol) obtained in Example 19, step 4 and 1-methyl-4-aminoindole (0.076 g, 0.52 mmol), the title compound (0.169 g, 90%) was obtained. Starting materials: CC(C)O, Cc1nc(Cl)c(N)c(Cl)n1, N. The product is Cc1nc(N)c(N)c(Cl)n1. Reaction SMILES: [CH:12]([OH:13])([CH3:14])[CH3:15].[NH2:1][c:2]1[c:3]([Cl:10])[n:4][c:5]([CH3:9])[n:6][c:7]1[Cl:8].[NH3:11]>>[NH2:1][c:2]1[c:3]([NH2:11])[n:4][c:5]([CH3:9])[n:6][c:7]1[Cl:8]. The yield is 101.2%. Procedure: A mixture of ethyl (2-chloro-3H-imidazo[4,5-b]pyridin-3-yl)acetate (2.8 g) and 4-nitroaniline (1.6 g) was stirred at 150° C. for 1 h to give the title compound (4.0 g). As a reaction SMILES: Cl[C:2]1[N:10]([CH2:11][C:12]([O:14][CH2:15][CH3:16])=[O:13])[C:5]2=[N:6][CH:7]=[CH:8][CH:9]=[C:4]2[N:3]=1.[N+:17]([C:20]1[CH:26]=[CH:25][C:23]([NH2:24])=[CH:22][CH:21]=1)([O-:19])=[O:18]>>[N+:17]([C:20]1[CH:26]=[CH:25][C:23]([NH:24][C:2]2[N:10]([CH2:11][C:12]([O:14][CH2:15][CH3:16])=[O:13])[C:5]3=[N:6][CH:7]=[CH:8][CH:9]=[C:4]3[N:3]=2)=[CH:22][CH:21]=1)([O-:19])=[O:18]. Yields the product [N+](=O)([O-])C1=CC=C(C=C1)NC1=NC=2C(=NC=CC2)N1CC(=O)OCC (ethyl {2-[(4-nitrophenyl)amino]-3H-imidazo[4,5-b]pyridin-3-yl}acetate). Starting materials: ClC1=NC=2C(=NC=CC2)N1CC(=O)OCC (ethyl (2-chloro-3H-imidazo[4,5-b]pyridin-3-yl)acetate), [N+](=O)([O-])C1=CC=C(N)C=C1 (4-nitroaniline). Run at temperature 150 celsius, time 1 hour.